Dataset: the Open Reaction Database (ORD), a public repository of structured organic reaction records. Task: describe an organic reaction: reactants, conditions, products, and yield Reactants: C(C)(C)(C)OC(=O)C=1OC2=C(C1C)C(=CC=C2)OS(=O)(=O)C(F)(F)F (3-Methyl-4-trifluoromethanesulfonyloxy-benzofuran-2-carboxylic acid tert-butyl ester), C(=O)([O-])[O-].[K+].[K+] (K2CO3), C1(=CC=CC=C1)B(O)O (phenylboronic acid), Pd(Ph3)4, COCCOC (1,2-dimethoxyethane). The reagents and catalysts are O (water). Solvent: O (water). Conditions: temperature 85 celsius, time 2 hour. The product is C(C)(C)(C)OC(=O)C=1OC2=C(C1C)C(=CC=C2)C2=CC=CC=C2 (3-methyl-4-phenyl-benzofuran-2-carboxylic acid tert-butyl ester). The yield is 68.7%. Reaction SMILES: [C:1]([O:5][C:6]([C:8]1[O:9][C:10]2[CH:17]=[CH:16][CH:15]=[C:14](OS(C(F)(F)F)(=O)=O)[C:11]=2[C:12]=1[CH3:13])=[O:7])([CH3:4])([CH3:3])[CH3:2].C([O-])([O-])=O.[K+].[K+].[C:32]1(B(O)O)[CH:37]=[CH:36][CH:35]=[CH:34][CH:33]=1.COCCOC>O>[C:1]([O:5][C:6]([C:8]1[O:9][C:10]2[CH:17]=[CH:16][CH:15]=[C:14]([C:32]3[CH:37]=[CH:36][CH:35]=[CH:34][CH:33]=3)[C:11]=2[C:12]=1[CH3:13])=[O:7])([CH3:4])([CH3:3])[CH3:2] |f:1.2.3|. Reported procedure: 3-Methyl-4-trifluoromethanesulfonyloxy-benzofuran-2-carboxylic acid tert-butyl ester (85 mg, 0.25 mmol) was mixed with K2CO3 (68 mg, 0.5 mmol), phenylboronic acid (31 mg, 0.25 mmol), Pd(Ph3)4 (14 mg, 0.01 mmol), 1 mL of 1,2-dimethoxyethane and 2 drops of water. The mixture was heated and stirred in an 85° C. oil bath for 2 h. The reaction mixture was poured into water and was extracted with ethyl acetate. The organic extract was washed with water and dried over sodium sulfate. Filtration followe... The reactants are FC=1C=CC(=C(C1)B(O)O)O ((5-fluoro-2-hydroxyphenyl)boronic acid), BrC=1C(=NN(C1)C1OCCCC1)[N+](=O)[O-] (4-bromo-3-nitro-1-(tetrahydro-2H-pyran-2-yl)-1H-pyrazole), BrC=1C=NN(C1[N+](=O)[O-])C1OCCCC1 (4-bromo-5-nitro-1-(tetrahydro-2H-pyran-2-yl)-1H-pyrazole), solution, C([O-])([O-])=O.[K+].[K+] (potassium carbonate). The reagents and catalysts are C=1C=CC(=CC1)[P](C=2C=CC=CC2)(C=3C=CC=CC3)[Pd]([P](C=4C=CC=CC4)(C=5C=CC=CC5)C=6C=CC=CC6)([P](C=7C=CC=CC7)(C=8C=CC=CC8)C=9C=CC=CC9)[P](C=1C=CC=CC1)(C=1C=CC=CC1)C=1C=CC=CC1 (tetrakis(triphenylphosphine)palladium(0)). The solvent is COCCOC (1,2-dimethoxyethane), O (water). Reaction conditions: temperature 80 celsius. The product is FC1=CC(=C(C=C1)O)C=1C(=NN(C1)C1OCCCC1)[N+](=O)[O-] (4-Fluoro-2-[3-nitro-1-(tetrahydro-2H-pyran-2-yl)-1H-pyrazol-4-yl]phenol). Isolated yield 62.0%. RXN SMILES: [F:1][C:2]1[CH:3]=[CH:4][C:5]([OH:11])=[C:6](B(O)O)[CH:7]=1.Br[C:13]1[C:14]([N+:24]([O-:26])=[O:25])=[N:15][N:16]([CH:18]2[CH2:23][CH2:22][CH2:21][CH2:20][O:19]2)[CH:17]=1.BrC1C=NN(C2CCCCO2)C=1[N+]([O-])=O.C(=O)([O-])[O-].[K+].[K+]>COCCOC.O.C1C=CC([P]([Pd]([P](C2C=CC=CC=2)(C2C=CC=CC=2)C2C=CC=CC=2)([P](C2C=CC=CC=2)(C2C=CC=CC=2)C2C=CC=CC=2)[P](C2C=CC=CC=2)(C2C=CC=CC=2)C2C=CC=CC=2)(C2C=CC=CC=2)C2C=CC=CC=2)=CC=1>[F:1][C:2]1[CH:3]=[CH:4][C:5]([OH:11])=[C:6]([C:13]2[C:14]([N+:24]([O-:26])=[O:25])=[N:15][N:16]([CH:18]3[CH2:23][CH2:22][CH2:21][CH2:20][O:19]3)[CH:17]=2)[CH:7]=1 |f:3.4.5,^1:58,60,79,98|. Procedure: To a mixture of (5-fluoro-2-hydroxyphenyl)boronic acid (225 mg, 1.44 mmol) and 4-bromo-3-nitro-1-(tetrahydro-2H-pyran-2-yl)-1H-pyrazole or 4-bromo-5-nitro-1-(tetrahydro-2H-pyran-2-yl)-1H-pyrazole (Preparation 22, 498 mg, 1.80 mmol) in 1,2-dimethoxyethane (4.5 mL) and 2 M solution of potassium carbonate in water (2.0 mL) was added tetrakis(triphenylphosphine)palladium(0) (86.71 mg, 0.08 mmol). The mixture was sparged with argon (×3) and heated at 80° C. for 4 hours. Additional 5-fluoro-2-hydroxyp... The reactants are C(C)(=O)O (acetic acid), FC(C=1NC(=C(C(C1C(=O)OCC)C)C(=O)OCC)C(F)(F)F)(F)F (diethyl 2,6-bis(trifluoromethyl)-4-methyl-1,4-dihydro-3,5-pyridinedicarboxylate), N(=O)[O-].[Na+] (sodium nitrite). Solvent: O (water). Conditions: time 18 hour. Yields the product FC(C1=NC(=C(C(=C1C(=O)OCC)C)C(=O)OCC)C(F)(F)F)(F)F (diethyl 2,6-bis(trifluoromethyl)-4-methyl-3,5-pyridinedicarboxylate). Yield: 43.5%. Reaction SMILES: C(O)(=O)C.[F:5][C:6]([F:29])([F:28])[C:7]1[NH:8][C:9]([C:24]([F:27])([F:26])[F:25])=[C:10]([C:19]([O:21][CH2:22][CH3:23])=[O:20])[CH:11]([CH3:18])[C:12]=1[C:13]([O:15][CH2:16][CH3:17])=[O:14].N([O-])=O.[Na+]>O>[F:29][C:6]([F:5])([F:28])[C:7]1[C:12]([C:13]([O:15][CH2:16][CH3:17])=[O:14])=[C:11]([CH3:18])[C:10]([C:19]([O:21][CH2:22][CH3:23])=[O:20])=[C:9]([C:24]([F:25])([F:27])[F:26])[N:8]=1 |f:2.3|. Procedure: A 50 ml round bottomed flask is charged with 20 ml of glacial acetic acid. To this is added 5 g (0.0133 mole) of diethyl 2,6-bis(trifluoromethyl)-4-methyl-1,4-dihydro-3,5-pyridinedicarboxylate, followed by a slow addition of 3 g (0.0434 mole) of sodium nitrite. The flask is immediately fitted with a condenser and nitrogen line, the stirring continued for 18 hours, and the mixture is poured over crushed ice and water. The organics are extracted twice with ether, washed once with saturated aqueous... Solvent: C1(=CC=CC=C1)C (toluene). Product: OC1=CC=C(C=C2C(NC(S2)=O)=O)C=C1 (5-(4-Hydroxybenzylidene)-thiazolidine-2,4-dione). Reaction SMILES: [OH:1][C:2]1[CH:9]=[CH:8][C:5]([CH:6]=O)=[CH:4][CH:3]=1.[S:10]1[CH2:14][C:13](=[O:15])[NH:12][C:11]1=[O:16].C(O)(=O)C1C=CC=CC=1.N1CCCCC1>C1(C)C=CC=CC=1>[OH:1][C:2]1[CH:9]=[CH:8][C:5]([CH:6]=[C:14]2[S:10][C:11](=[O:16])[NH:12][C:13]2=[O:15])=[CH:4][CH:3]=1. Starting materials: N1CCCCC1 (piperidine), OC1=CC=C(C=O)C=C1 (4-hydroxybenzaldehyde), S1C(NC(C1)=O)=O (2,4-thiazolidinedione), C(C1=CC=CC=C1)(=O)O (benzoic acid). Procedure: To a mixture of 4-hydroxybenzaldehyde (3.67 g, 30 mmol), 2,4-thiazolidinedione (3.51 g, 30 mmol) and benzoic acid (4.40 g, 36 mmol) in toluene (100 mL) was added piperidine (4.5 mL, 45 mmol) and the mixture was equipped with a Dean Stark apparatus and brought to a vigorous reflux. After 45 min the mixture was cooled in an ice bath and the supernatant was decanted. The bright yellow solid was made into a suspension by the addition of glacial acetic acid (100 mL) and filtered through a Buchner fun... Yield: 90.4%. Starting materials: [Sn](Cl)(Cl)(Cl)Cl (Tin chloride), NC[C@H](O)C=1C=CC=2N(C1)N=NN2 ((1R)-2-Amino-1-[1,2,3,4]tetraazolo[1,5-a]pyridin-6-yl-1-ethanol), O=C1CCN(CC1)C1=CC=C(CC2C(NC(S2)=O)=O)C=C1 (5-[4-(4-Oxo-piperidine-1-yl)-benzyl]-thiazolidine-2,4-dione). Run in Cl (hydrochloric acid), CO (methyl alcohol). The product is O[C@@H](CNC1CCN(CC1)C1=CC=C(CC2C(NC(S2)=O)=O)C=C1)C=1C=CC=2N(C1)N=NN2 (5-[4-(4-{[(2R)-2-Hydroxy-2-[1,2,3,4]tetraazolo[1,5-a]pyridin-6-ylethyl]amino}-1-piperidineyl)benzyl]-1,3-thiazolidine-2,4-dione), solid. Isolated yield 61.0%. As a reaction SMILES: [NH2:1][CH2:2][C@@H:3]([C:5]1[CH:6]=[CH:7][C:8]2[N:9]([N:11]=[N:12][N:13]=2)[CH:10]=1)[OH:4].O=[C:15]1[CH2:20][CH2:19][N:18]([C:21]2[CH:34]=[CH:33][C:24]([CH2:25][CH:26]3[S:30][C:29](=[O:31])[NH:28][C:27]3=[O:32])=[CH:23][CH:22]=2)[CH2:17][CH2:16]1.[Sn](Cl)(Cl)(Cl)Cl>Cl.CO>[OH:4][C@H:3]([C:5]1[CH:6]=[CH:7][C:8]2[N:9]([N:11]=[N:12][N:13]=2)[CH:10]=1)[CH2:2][NH:1][CH:15]1[CH2:16][CH2:17][N:18]([C:21]2[CH:34]=[CH:33][C:24]([CH2:25][CH:26]3[S:30][C:29](=[O:31])[NH:28][C:27]3=[O:32])=[CH:23][CH:22]=2)[CH2:19][CH2:20]1. Procedure details: 5-[4-(4-{[(2R)-2-Hydroxy-2-[1,2,3,4]tetraazolo[1,5-a]pyridin-6-ylethyl]amino}-1-piperidineyl)benzyl]-1,3-thiazolidine-2,4-dione was prepared from (1R)-2-amino-1-[1,2,3,4]tetraazolo[1,5-a]pyridin-6-yl-1-ethanol (which was obtained in Example 132) and 5-[4-(4-oxo-1-piperidineyl)benzyl]-1,3-thiazolidine-2,4-dione (which was obtained in Example 38) in substantially the same manner, as described in Example 125. The product was obtained as a yellow solid; mp: 130-132° C. This solid was dissolved in co... Starting materials: Cl.O1CCOCC1 (hydrochloric acid dioxane), FC=1C=C2CN(CC2=CC1)N(C(CN(CC(=O)NCCN(CC)C(=O)OC(C)(C)C)C1=C(C=C(C=C1)C1=NOC(=N1)C)C)=O)C (N2-{2-[(5-fluoro-1,3-dihydro-2H-isoindol-2-yl)(methyl)amino]-2-oxoethyl}-N2-[2-methyl-4-(5-methyl-1,2,4-oxadiazol-3-yl)phenyl]-N1-{2-[(tert-butoxycarbonyl)(ethyl)amino]ethyl}glycinamide), Cl.C(C)(=O)OCC (hydrochloric acid ethyl acetate). Solvent: C(Cl)(Cl)Cl (chloroform), ClCCl (dichloromethane). Conditions: time 2 hour. The product is Cl.Cl.FC=1C=C2CN(CC2=CC1)N(C(CN(CC(=O)NCCNCC)C1=C(C=C(C=C1)C1=NOC(=N1)C)C)=O)C (N2-{2-[(5-fluoro-1,3-dihydro-2H-isoindol-2-yl)(methyl)amino]-2-oxoethyl}-N2-[2-methyl-4-(5-methyl-1,2,4-oxadiazol-3-yl)phenyl]-N1-[2-(ethylamino)ethyl]glycinamide dihydrochloride). The yield is 86.0%. Reaction SMILES: [F:1][C:2]1[CH:3]=[C:4]2[C:8](=[CH:9][CH:10]=1)[CH2:7][N:6]([N:11]([CH3:45])[C:12](=[O:44])[CH2:13][N:14]([C:31]1[CH:36]=[CH:35][C:34]([C:37]3[N:41]=[C:40]([CH3:42])[O:39][N:38]=3)=[CH:33][C:32]=1[CH3:43])[CH2:15][C:16]([NH:18][CH2:19][CH2:20][N:21](C(OC(C)(C)C)=O)[CH2:22][CH3:23])=[O:17])[CH2:5]2.[ClH:46].O1CCOCC1.Cl.C(OCC)(=O)C>ClCCl.C(Cl)(Cl)Cl>[ClH:46].[ClH:46].[F:1][C:2]1[CH:3]=[C:4]2[C:8](=[CH:9][CH:10]=1)[CH2:7][N:6]([N:11]([CH3:45])[C:12](=[O:44])[CH2:13][N:14]([C:31]1[CH:36]=[CH:35][C:34]([C:37]3[N:41]=[C:40]([CH3:42])[O:39][N:38]=3)=[CH:33][C:32]=1[CH3:43])[CH2:15][C:16]([NH:18][CH2:19][CH2:20][NH:21][CH2:22][CH3:23])=[O:17])[CH2:5]2 |f:1.2,3.4,7.8.9|. Procedure details: The compound (3.62 g, 5.80 mmol) obtained in step A was dissolved in dichloromethane (12 ml), 4N hydrochloric acid-dioxane solution (12 ml) was added, and the mixture was stirred at room temperature for 2 hr. The reaction mixture was diluted with chloroform, and the organic layer was washed with 1N aqueous sodium hydroxide solution, and dried over sodium sulfate. The insoluble material was filtered off, and the solution was concentrated under reduced pressure. The obtained oil was dissolved in d... Reactants: ClC1=CC(=NC=2N1N=C(C2S(=O)(=O)C=2C(=CC=CC2)C)SC)C (7-chloro-5-methyl-2-methylsulphanyl-3-(toluene-2-sulphonyl)-pyrazolo[1,5-a]pyrimidine), N (NH3). Solvent: CO (MeOH). The product is CC1=NC=2N(C(=C1)N)N=C(C2S(=O)(=O)C=2C(=CC=CC2)C)SC (5-methyl-2-methylsulphanyl-3-(toluene-2-sulphonyl)-pyrazolo[1,5-a]-pyrimidin-7-ylamine). Reaction SMILES: Cl[C:2]1[N:7]2[N:8]=[C:9]([S:21][CH3:22])[C:10]([S:11]([C:14]3[C:15]([CH3:20])=[CH:16][CH:17]=[CH:18][CH:19]=3)(=[O:13])=[O:12])=[C:6]2[N:5]=[C:4]([CH3:23])[CH:3]=1.[NH3:24]>CO>[CH3:23][C:4]1[CH:3]=[C:2]([NH2:24])[N:7]2[N:8]=[C:9]([S:21][CH3:22])[C:10]([S:11]([C:14]3[C:15]([CH3:20])=[CH:16][CH:17]=[CH:18][CH:19]=3)(=[O:13])=[O:12])=[C:6]2[N:5]=1. Reported procedure: In an analogous manner to that described in Example 4), from 7-chloro-5-methyl-2-methylsulphanyl-3-(toluene-2-sulphonyl)-pyrazolo[1,5-a]pyrimidine and NH3 in MeOH there was obtained 5-methyl-2-methylsulphanyl-3-(toluene-2-sulphonyl)-pyrazolo[1,5-a]-pyrimidin-7-ylamine as colorless crystals, m.p.>250°.